This data is from the Open Reaction Database (ORD), a public repository of structured organic reaction records. The task is: describe an organic reaction: reactants, conditions, products, and yield Reactants: C(=O)(OC(C)(C)C)N1CCC(CC1)OC1=CC=C(C=C1)Br (1-Boc-4-(4-bromophenoxy)piperidine), P(=O)([O-])([O-])[O-].[K+].[K+].[K+] (tripotassium phosphate), C1(CC1)B(O)O (cyclopropylboronic acid), C1(=CC=CC=C1)C (toluene). The reagents and catalysts are C1CCC(CC1)P(C2CCCCC2)C3CCCCC3.C1CCC(CC1)P(C2CCCCC2)C3CCCCC3.Cl[Pd]Cl (dichlorobis(tricyclohexylphosphine)palladium(II)). Solvent: O (water). Product: C(C)(C)(C)OC(=O)N1CCC(CC1)OC1=CC=C(C=C1)C1CC1 (4-(4-cyclopropylphenoxy)piperidine-1-carboxylic acid tert-butyl ester). Reaction SMILES: [C:1]([N:8]1[CH2:13][CH2:12][CH:11]([O:14][C:15]2[CH:20]=[CH:19][C:18](Br)=[CH:17][CH:16]=2)[CH2:10][CH2:9]1)([O:3][C:4]([CH3:7])([CH3:6])[CH3:5])=[O:2].P([O-])([O-])([O-])=O.[K+].[K+].[K+].[CH:30]1(B(O)O)[CH2:32][CH2:31]1.C1(C)C=CC=CC=1>C1CCC(P(C2CCCCC2)C2CCCCC2)CC1.C1CCC(P(C2CCCCC2)C2CCCCC2)CC1.Cl[Pd]Cl.O>[C:4]([O:3][C:1]([N:8]1[CH2:13][CH2:12][CH:11]([O:14][C:15]2[CH:20]=[CH:19][C:18]([CH:30]3[CH2:32][CH2:31]3)=[CH:17][CH:16]=2)[CH2:10][CH2:9]1)=[O:2])([CH3:7])([CH3:6])[CH3:5] |f:1.2.3.4,7.8.9|. Procedure: To a mixture of 1-Boc-4-(4-bromophenoxy)piperidine (5 g), dichlorobis(tricyclohexylphosphine)palladium(II) (725 mg), tripotassium phosphate (14.9 g) and cyclopropylboronic acid (1.81 g) was added toluene (70 mL), and the mixture was stirred with heating under reflux for 7 hr. The reaction mixture was cooled, water was added, and the insoluble material was collected by filtration. The filtrate was extracted with ethyl acetate. The organic layer was washed with saturated brine, and the solvent was... Reactants: C=O (Formaldehyde), [BH-](OC(=O)C)(OC(=O)C)OC(=O)C.[Na+] (NaBH(OAc)3), ClC1=CC=C(C=C1)C[C@H](C(=O)N1CCN(CC1)C1=C(C=CC=C1)NS(=O)(=O)C)NC(=O)C1NCCCC1 (N-[(1R)-1-[(4-chlorophenyl)methyl]-2-(4-{2-[(methylsulfonyl)amino]phenyl}piperazinyl)-2-oxoethyl]-2-piperidylcarboxamide), FC(C(=O)[O-])(F)F (trifluoroacetate), CCN(C(C)C)C(C)C (DIEA). The solvent is C(CCl)Cl (ClCH2CH2Cl), C(Cl)Cl (CH2Cl2). Yields the product ClC1=CC=C(C=C1)C[C@H](C(=O)N1CCN(CC1)C1=C(C=CC=C1)NS(=O)(=O)C)NC(=O)C1N(CCCC1)C (N-[(1R)-1-[(4-chlorophenyl)methyl]-2-(4-{2-[(methylsulfonyl)amino]phenyl}piperazinyl)-2-oxoethyl]-(1-methyl(2-piperidyl))carboxamide). As a reaction SMILES: [Cl:1][C:2]1[CH:7]=[CH:6][C:5]([CH2:8][C@@H:9]([NH:29][C:30]([CH:32]2[CH2:37][CH2:36][CH2:35][CH2:34][NH:33]2)=[O:31])[C:10]([N:12]2[CH2:17][CH2:16][N:15]([C:18]3[CH:23]=[CH:22][CH:21]=[CH:20][C:19]=3[NH:24][S:25]([CH3:28])(=[O:27])=[O:26])[CH2:14][CH2:13]2)=[O:11])=[CH:4][CH:3]=1.F[C:39](F)(F)C([O-])=O.CCN(C(C)C)C(C)C.C=O.[BH-](OC(C)=O)(OC(C)=O)OC(C)=O.[Na+]>C(Cl)Cl.C(Cl)CCl>[Cl:1][C:2]1[CH:3]=[CH:4][C:5]([CH2:8][C@@H:9]([NH:29][C:30]([CH:32]2[CH2:37][CH2:36][CH2:35][CH2:34][N:33]2[CH3:39])=[O:31])[C:10]([N:12]2[CH2:13][CH2:14][N:15]([C:18]3[CH:23]=[CH:22][CH:21]=[CH:20][C:19]=3[NH:24][S:25]([CH3:28])(=[O:27])=[O:26])[CH2:16][CH2:17]2)=[O:11])=[CH:6][CH:7]=1 |f:4.5|. Reported procedure: To a round-bottomed flask equipped with magnetic stirring was added N-[(1R)-1-[(4-chlorophenyl)methyl]-2-(4-{2-[(methylsulfonyl)amino]phenyl}piperazinyl)-2-oxoethyl]-2-piperidylcarboxamide, trifluoroacetate (Step 2) (0.16 mmol), ClCH2CH2Cl (1 mL) and DIEA (Aldrich) (0.06 mL, 0.32 mmol). Formaldehyde (Aldrich, 37% aqueous soln) (0.03 mL, 0.33 mmol) was added to the reaction mixture, followed by NaBH(OAc)3 (Aldrich Chemical Company) (52 mg, 0.25 mmol), and the reaction mixture was stirred at RT 18...